This data is from the Open Reaction Database (ORD), a public repository of structured organic reaction records. The task is: describe an organic reaction: reactants, conditions, products, and yield The reactants are CCOCCNc1c(OC)csc1C, O=C(Cl)CCl, ClCCl, [K+], [K+], O=C([O-])[O-], O. The product is CCOCCN(C(=O)CCl)c1c(OC)csc1C. RXN SMILES: [CH2:1]([CH3:2])[O:3][CH2:4][CH2:5][NH:6][c:7]1[c:8]([CH3:14])[s:9][cH:10][c:11]1[O:12][CH3:13].[Cl:22][CH2:23][C:24](=[O:25])[Cl:26].[Cl:27][CH2:28][Cl:29].[K+:15].[K+:16].[O-:17][C:18]([O-:19])=[O:20].[OH2:21]>>[CH2:1]([CH3:2])[O:3][CH2:4][CH2:5][N:6]([c:7]1[c:8]([CH3:14])[s:9][cH:10][c:11]1[O:12][CH3:13])[C:24]([CH2:23][Cl:22])=[O:25]. The reactants are ClC1=CC=C(N)C=C1 (4-chloroaniline), CC1(C2=C(C(=CC=C2)P(C3=CC=CC=C3)C4=CC=CC=C4)OC5=C(C=CC=C51)P(C6=CC=CC=C6)C7=CC=CC=C7)C (Xantphos), CsCO3, BrC1=CC=CC2=C(C=CC=C12)[N+](=O)[O-] (1-bromo-5-nitronaphthalene). The reagents and catalysts are C=1C=CC(=CC1)/C=C/C(=O)/C=C/C2=CC=CC=C2.C=1C=CC(=CC1)/C=C/C(=O)/C=C/C2=CC=CC=C2.C=1C=CC(=CC1)/C=C/C(=O)/C=C/C2=CC=CC=C2.[Pd].[Pd] (Pd2(dba)3). The solvent is CC(=O)N(C)C (DMA), C(C)(=O)OCC (ethyl acetate). Reaction conditions: temperature 140 celsius, time 3 hour. The product is ClC1=CC=C(C=C1)NC1=CC=CC2=C(C=CC=C12)[N+](=O)[O-] (N-(4-chlorophenyl)-5-nitronaphthalen-1-amine). Yield: 65.5%. Reaction SMILES: Br[C:2]1[C:11]2[C:6](=[C:7]([N+:12]([O-:14])=[O:13])[CH:8]=[CH:9][CH:10]=2)[CH:5]=[CH:4][CH:3]=1.[Cl:15][C:16]1[CH:22]=[CH:21][C:19]([NH2:20])=[CH:18][CH:17]=1.CC1(C)C2C(=C(P(C3C=CC=CC=3)C3C=CC=CC=3)C=CC=2)OC2C(P(C3C=CC=CC=3)C3C=CC=CC=3)=CC=CC1=2>CC(N(C)C)=O.C(OCC)(=O)C.C1C=CC(/C=C/C(/C=C/C2C=CC=CC=2)=O)=CC=1.C1C=CC(/C=C/C(/C=C/C2C=CC=CC=2)=O)=CC=1.C1C=CC(/C=C/C(/C=C/C2C=CC=CC=2)=O)=CC=1.[Pd].[Pd]>[Cl:15][C:16]1[CH:22]=[CH:21][C:19]([NH:20][C:2]2[C:11]3[C:6](=[C:7]([N+:12]([O-:14])=[O:13])[CH:8]=[CH:9][CH:10]=3)[CH:5]=[CH:4][CH:3]=2)=[CH:18][CH:17]=1 |f:5.6.7.8.9|. Procedure: 1-bromo-5-nitronaphthalene (131 mg, 0.52 mmol) was dissolved in DMA (5 mL), and added with 4-chloroaniline (60 mg, 0.47 mmol), Xantphos (27 mg, 0.047 mmol), Pd2(dba)3 (17.2 mg, 0.019 mmol) and CsCO3 (306 mg, 0.94 mmol) at room temperature. The reaction solution was sealed and stirred for about 3 hours under microwave conditions at 140° C. The reaction mixture was cooled to room temperature, diluted with ethyl acetate, and washed with a saturated aqueous solution of sodium bicarbonate and brine. ...